This data is from the Open Reaction Database (ORD), a public repository of structured organic reaction records. The task is: describe an organic reaction: reactants, conditions, products, and yield The reactants are C=C(OCC)c1ccc(C2=NC(c3ccc(Cl)cc3)C(c3ccc(Cl)cc3)N2)c(OCC)c1, Cl, [Na+], [Na+], [Na+], O=C([O-])[O-], C1CCOC1, [OH-]. Product: CCOc1cc(C(C)=O)ccc1C1=NC(c2ccc(Cl)cc2)C(c2ccc(Cl)cc2)N1. RXN SMILES: [Cl:2][c:3]1[cH:4][cH:5][c:6]([CH:9]2[N:10]=[C:11]([c:21]3[c:22]([O:32][CH2:33][CH3:34])[cH:23][c:24]([C:27](=[CH2:28])[O:29][CH2:30][CH3:31])[cH:25][cH:26]3)[NH:12][CH:13]2[c:14]2[cH:15][cH:16][c:17]([Cl:20])[cH:18][cH:19]2)[cH:7][cH:8]1.[ClH:1].[Na+:36].[Na+:37].[Na+:38].[O-:39][C:40](=[O:41])[O-:42].[O:43]1[CH2:44][CH2:45][CH2:46][CH2:47]1.[OH-:35]>>[Cl:2][c:3]1[cH:4][cH:5][c:6]([CH:9]2[N:10]=[C:11]([c:21]3[c:22]([O:32][CH2:33][CH3:34])[cH:23][c:24]([C:27]([CH3:28])=[O:29])[cH:25][cH:26]3)[NH:12][CH:13]2[c:14]2[cH:15][cH:16][c:17]([Cl:20])[cH:18][cH:19]2)[cH:7][cH:8]1. The reactants are O=C1CCC(=O)N1Br, COC(=O)c1cc(-c2ccc(C(F)(F)F)cc2)oc1C, CC(=O)[O-], CCOC(C)=O, CN(C)C=O, CC(C)(C#N)N=NC(C)(C)C#N, [Na+], O. Yields the product COC(=O)c1cc(-c2ccc(C(F)(F)F)cc2)oc1COC(C)=O. As a reaction SMILES: [Br:33][N:34]1[C:35](=[O:36])[CH2:37][CH2:38][C:39]1=[O:40].[CH3:1][c:2]1[o:3][c:4](-[c:11]2[cH:12][cH:13][c:14]([C:17]([F:18])([F:19])[F:20])[cH:15][cH:16]2)[cH:5][c:6]1[C:7](=[O:8])[O:9][CH3:10].[CH3:42][C:43]([O-:44])=[O:45].[CH3:46][CH2:47][O:48][C:49](=[O:50])[CH3:51].[CH3:52][N:53]([CH3:54])[CH:55]=[O:56].[N:21]([C:22]([CH3:23])([CH3:24])[C:25]#[N:26])=[N:27][C:28]([CH3:29])([CH3:30])[C:31]#[N:32].[Na+:41].[OH2:57]>>[CH2:1]([c:2]1[o:3][c:4](-[c:11]2[cH:12][cH:13][c:14]([C:17]([F:18])([F:19])[F:20])[cH:15][cH:16]2)[cH:5][c:6]1[C:7](=[O:8])[O:9][CH3:10])[O:45][C:43]([CH3:42])=[O:44]. The reactants are CCOC(=O)COc1ccc(Sc2cc(C#Cc3ccc(Cl)cc3)cc(OCCCN3CCCCC3)c2)cc1Cl, CCO, [Na+], [OH-], O=C(O)CC(O)(CC(=O)O)C(=O)O. Product: O=C(O)COc1ccc(Sc2cc(C#Cc3ccc(Cl)cc3)cc(OCCCN3CCCCC3)c2)cc1Cl. As a reaction SMILES: [CH2:1]([CH3:2])[O:3][C:4]([CH2:5][O:6][c:7]1[c:8]([Cl:39])[cH:9][c:10]([S:13][c:14]2[cH:15][c:16]([C:30]#[C:31][c:32]3[cH:33][cH:34][c:35]([Cl:38])[cH:36][cH:37]3)[cH:17][c:18]([O:20][CH2:21][CH2:22][CH2:23][N:24]3[CH2:25][CH2:26][CH2:27][CH2:28][CH2:29]3)[cH:19]2)[cH:11][cH:12]1)=[O:40].[CH3:56][CH2:57][OH:58].[Na+:42].[OH-:41].[OH:43][C:44]([CH2:45][C:46]([C:47](=[O:48])[OH:49])([CH2:50][C:51](=[O:52])[OH:53])[OH:54])=[O:55]>>[O:3]=[C:4]([CH2:5][O:6][c:7]1[c:8]([Cl:39])[cH:9][c:10]([S:13][c:14]2[cH:15][c:16]([C:30]#[C:31][c:32]3[cH:33][cH:34][c:35]([Cl:38])[cH:36][cH:37]3)[cH:17][c:18]([O:20][CH2:21][CH2:22][CH2:23][N:24]3[CH2:25][CH2:26][CH2:27][CH2:28][CH2:29]3)[cH:19]2)[cH:11][cH:12]1)[OH:40]. Reactants: OO (hydrogen peroxide), FC1=C(C=CC=C1F)B(O)O (2,3-difluorophenyl boronic acid), OO (hydrogen peroxide). Solvent: CCOCC (ether). Run at time 2 hour. Yields the product FC1=C(C=CC=C1F)O (2,3-difluorophenol). RXN SMILES: [F:1][C:2]1[C:7]([F:8])=[CH:6][CH:5]=[CH:4][C:3]=1B(O)O.[OH:12]O>CCOCC>[F:1][C:2]1[C:7]([F:8])=[CH:6][CH:5]=[CH:4][C:3]=1[OH:12]. Procedure: The boronic acid in an amount of 9.0 g was dissolved in 60 ml of an ether, and the solution thus formed was added dropwise with 60 ml of a 10% aqueous hydrogen peroxide while being refluxed under a heated condition. After the dropping of the aqueous hydrogen peroxide was finished, the reflux under a heated condition was further continued for 2 hours. Then, the ether layer was separated with a separating funnel, washed with water, dried, and then subjected to distillation under a reduced pressure... The reactants are C(\C=C\CCCCCCC)(=O)O ((E)-2-decenoic acid), C(C)N(C1CCNCC1)CC (4-diethylaminopiperidine). The product is C(\C=C\CCCCCCC)(=O)N1CCC(CC1)N(CC)CC (1-((E)-2-Decenoyl)-4-diethylaminopiperidine). Reaction SMILES: [C:1]([OH:12])(=O)/[CH:2]=[CH:3]/[CH2:4][CH2:5][CH2:6][CH2:7][CH2:8][CH2:9][CH3:10].[CH2:13]([N:15]([CH2:22][CH3:23])[CH:16]1[CH2:21][CH2:20][NH:19][CH2:18][CH2:17]1)[CH3:14]>>[C:1]([N:19]1[CH2:20][CH2:21][CH:16]([N:15]([CH2:22][CH3:23])[CH2:13][CH3:14])[CH2:17][CH2:18]1)(=[O:12])/[CH:2]=[CH:3]/[CH2:4][CH2:5][CH2:6][CH2:7][CH2:8][CH2:9][CH3:10]. Reported procedure: The same procedures as in Example 2 were carried out using (E)-2-decenoic acid and 4-diethylaminopiperidine as starting raw materials, to produce an intended compound.